Dataset: the Open Reaction Database (ORD), a public repository of structured organic reaction records. Task: describe an organic reaction: reactants, conditions, products, and yield The reactants are C=CC(CCCC(CC)O)O (1-nonene-3,7-diol), C1(O)=CC=C(O)C=C1 (hydroquinone). Reagents/catalysts: [O-2].[O-2].[Mn+4] (manganese dioxide). Run in ClCCCl (1,2-dichloroethane). Conditions: time 1 hour. The product is OC(CCCC(C=C)=O)CC (7-hydroxy-1-nonen-3-one). Yield: 70.1%. As a reaction SMILES: [CH2:1]=[CH:2][CH:3]([OH:11])[CH2:4][CH2:5][CH2:6][CH:7]([OH:10])[CH2:8][CH3:9].C1(C=CC(O)=CC=1)O>ClCCCl.[O-2].[O-2].[Mn+4]>[OH:11][CH:3]([CH2:2][CH3:1])[CH2:4][CH2:5][CH2:6][C:7](=[O:10])[CH:8]=[CH2:9] |f:3.4.5|. Procedure details: To a solution of 25 grams of 1-nonene-3,7-diol in 1,250 milliliters of 1,2-dichloroethane was added 0.25 gram of hydroquinone and 300 grams of manganese dioxide. The resulting slurry was stirred vigorously for 1 hour without heating, during which time the reaction temperature rose to about 30°C. The resulting reaction mixture was filtered and the manganese dioxide filter cake was washed thoroughly with 500 milliliters of 1,2-dichloroethane. The combined filtrates were evaporated in vacuo at 40°C...